This data is from the Open Reaction Database (ORD), a public repository of structured organic reaction records. The task is: describe an organic reaction: reactants, conditions, products, and yield Run in C1CCOC1 (THF), O (H2O). Yields the product CC(CC=1C=C2C(=C(N1)C=1N(C=CN1)C)OC1(C[C@@H]2NC[C@@H](O)[C@H](CC=C)NC(COC)=O)CCC1)(C)C (N-((1S)-1-((1R)-2-(((4′S)-6′-(2,2-dimethylpropyl)-8′-(1-methyl-1H-imidazol-2-yl)-3′,4′-dihydrospiro[cyclobutane-1,2′-pyrano[2,3-c]pyridin]-4′-yl)amino)-1-hydroxyethyl)-3-buten-1-yl)-2-methoxyacetamide). Starting materials: ClC=1N=C(C=C2C1OC1(C[C@@H]2NC[C@@H](O)[C@H](CC=C)NC(COC)=O)CCC1)CC(C)(C)C (N-((1S)-1-((1R)-2-(((4′S)-8′-chloro-6′-(2,2-dimethylpropyl)-3′,4′-dihydrospiro[cyclobutane-1,2′-pyrano[2,3-c]pyridin]-4′-yl)amino)-1-hydroxyethyl)-3-buten-1-yl)-2-methoxyacetamide), CN1C(=NC=C1)[Sn](CCCC)(CCCC)CCCC (1-methyl-2-(tributylstannyl)-1H-imidazole). Reagents/catalysts: C=1C=CC(=CC1)[P](C=2C=CC=CC2)(C=3C=CC=CC3)[Pd]([P](C=4C=CC=CC4)(C=5C=CC=CC5)C=6C=CC=CC6)([P](C=7C=CC=CC7)(C=8C=CC=CC8)C=9C=CC=CC9)[P](C=1C=CC=CC1)(C=1C=CC=CC1)C=1C=CC=CC1 (tetrakis(triphenylphosphine)palladium). RXN SMILES: Cl[C:2]1[N:3]=[C:4]([CH2:29][C:30]([CH3:33])([CH3:32])[CH3:31])[CH:5]=[C:6]2[C@@H:11]([NH:12][CH2:13][C@H:14]([C@@H:16]([NH:20][C:21](=[O:25])[CH2:22][O:23][CH3:24])[CH2:17][CH:18]=[CH2:19])[OH:15])[CH2:10][C:9]3([CH2:28][CH2:27][CH2:26]3)[O:8][C:7]=12.[CH3:34][N:35]1[CH:39]=[CH:38][N:37]=[C:36]1[Sn](CCCC)(CCCC)CCCC>C1COCC1.O.C1C=CC([P]([Pd]([P](C2C=CC=CC=2)(C2C=CC=CC=2)C2C=CC=CC=2)([P](C2C=CC=CC=2)(C2C=CC=CC=2)C2C=CC=CC=2)[P](C2C=CC=CC=2)(C2C=CC=CC=2)C2C=CC=CC=2)(C2C=CC=CC=2)C2C=CC=CC=2)=CC=1>[CH3:32][C:30]([CH3:31])([CH3:33])[CH2:29][C:4]1[CH:5]=[C:6]2[C@@H:11]([NH:12][CH2:13][C@H:14]([C@@H:16]([NH:20][C:21](=[O:25])[CH2:22][O:23][CH3:24])[CH2:17][CH:18]=[CH2:19])[OH:15])[CH2:10][C:9]3([CH2:28][CH2:27][CH2:26]3)[O:8][C:7]2=[C:2]([C:36]2[N:35]([CH3:34])[CH:39]=[CH:38][N:37]=2)[N:3]=1 |^1:62,64,83,102|. Reaction conditions: temperature 160 celsius. Procedure: A solution of N-((1S)-1-((1R)-2-(((4′S)-8′-chloro-6′-(2,2-dimethylpropyl)-3′,4′-dihydrospiro[cyclobutane-1,2′-pyrano[2,3-c]pyridin]-4′-yl)amino)-1-hydroxyethyl)-3-buten-1-yl)-2-methoxyacetamide (225 mg, 469 μmol) and tetrakis(triphenylphosphine)palladium (108 mg, 93.7 μmol) in THF (3.0 mL) is added to a vial with 1-methyl-2-(tributylstannyl)-1H-imidazole (217 mg, 586 μmol). The reaction was heated in the microwave at 160° C. for 20 min. The residue was diluted with H2O (10 mL) and extracted with...